Task: describe an organic reaction: reactants, conditions, products, and yield. Dataset: the Open Reaction Database (ORD), a public repository of structured organic reaction records Starting materials: OCC1CCCO1, O=C(Cl)OCCl, c1ccncc1. Yields the product O=C(OCCl)OCC1CCCO1. RXN SMILES: [CH2:1]([CH:2]1[CH2:3][CH2:4][CH2:5][O:6]1)[OH:7].[Cl:8][C:9](=[O:10])[O:11][CH2:12][Cl:13].[cH:14]1[cH:15][cH:16][n:17][cH:18][cH:19]1>>[CH2:1]([CH:2]1[CH2:3][CH2:4][CH2:5][O:6]1)[O:7][C:9](=[O:10])[O:11][CH2:12][Cl:13]. Reaction SMILES: [CH3:1][O:2][c:3]1[cH:4][c:5]2[c:6]([cH:29][c:30]1[O:31][CH3:32])[CH2:7][C:8](=[O:28])[N:9]([CH2:12][CH2:13][CH2:14][N:15]([CH2:16][CH2:17][c:18]1[cH:19][c:20]([Cl:26])[c:21]([NH2:25])[c:22]([Cl:24])[cH:23]1)[CH3:27])[CH:10]=[CH:11]2.[CH3:35][C:36](=[O:37])[OH:38].[H:33][H:34]>>[CH3:1][O:2][c:3]1[cH:4][c:5]2[c:6]([cH:29][c:30]1[O:31][CH3:32])[CH2:7][C:8](=[O:28])[N:9]([CH2:12][CH2:13][CH2:14][N:15]([CH2:16][CH2:17][c:18]1[cH:19][c:20]([Cl:26])[c:21]([NH2:25])[c:22]([Cl:24])[cH:23]1)[CH3:27])[CH2:10][CH2:11]2. Starting materials: COc1cc2c(cc1OC)CC(=O)N(CCCN(C)CCc1cc(Cl)c(N)c(Cl)c1)C=C2, CC(=O)O, [H][H]. The product is COc1cc2c(cc1OC)CC(=O)N(CCCN(C)CCc1cc(Cl)c(N)c(Cl)c1)CC2. Starting materials: [BH4-], CO, CC(=O)O, Cn1cc(Br)cc(Nc2cc(C3CNC3)[nH]n2)c1=O, [Na+], [Na+], [OH-]. Product: CN1CC(c2cc(Nc3cc(Br)cn(C)c3=O)n[nH]2)C1. RXN SMILES: [BH4-:20].[CH3:24][OH:25].[CH3:26][C:27](=[O:28])[OH:29].[NH:1]1[CH2:2][CH:3]([c:5]2[cH:6][c:7]([NH:10][c:11]3[c:12](=[O:19])[n:13]([CH3:18])[cH:14][c:15]([Br:17])[cH:16]3)[n:8][nH:9]2)[CH2:4]1.[Na+:21].[Na+:23].[OH-:22]>>[N:1]1([CH3:24])[CH2:2][CH:3]([c:5]2[cH:6][c:7]([NH:10][c:11]3[c:12](=[O:19])[n:13]([CH3:18])[cH:14][c:15]([Br:17])[cH:16]3)[n:8][nH:9]2)[CH2:4]1. Reactants: IC1=CC=C(C=C1)N1S(CCC1)(=O)=O (2-(4-iodophenyl)isothiazolidine-1,1-dioxide), C(=O)(OC(C)(C)C)N1C(=CC2=CC=C(C=C12)OC(F)(F)F)B(O)O (1-Boc-6-trifluoromethoxyindole-2-boronic acid), ice water, C(=O)([O-])[O-].[K+].[K+] (K2CO3). The reagents and catalysts are C1=CC=C(C=C1)P([C-]2C=CC=C2)C3=CC=CC=C3.C1=CC=C(C=C1)P([C-]2C=CC=C2)C3=CC=CC=C3.Cl[Pd]Cl.[Fe+2] (PdCl2(dppf)). Run in CN(C)C=O (DMF). Reaction conditions: time 8 hour. The product is C(=O)(OC(C)(C)C)N1C(=CC2=CC=C(C=C12)OC)C1=CC=C(C=C1)N1S(CCC1)(=O)=O (1-Boc-2-[4-(1,1-dioxidoisothiazolidin-2-yl)phenyl]-6-methoxyindole). RXN SMILES: [C:1]([N:8]1[C:16]2[C:11](=[CH:12][CH:13]=[C:14]([O:17][C:18](F)(F)F)[CH:15]=2)[CH:10]=[C:9]1B(O)O)([O:3][C:4]([CH3:7])([CH3:6])[CH3:5])=[O:2].I[C:26]1[CH:31]=[CH:30][C:29]([N:32]2[CH2:36][CH2:35][CH2:34][S:33]2(=[O:38])=[O:37])=[CH:28][CH:27]=1.C([O-])([O-])=O.[K+].[K+]>CN(C=O)C.C1C=CC(P(C2C=CC=CC=2)[C-]2C=CC=C2)=CC=1.C1C=CC(P(C2C=CC=CC=2)[C-]2C=CC=C2)=CC=1.Cl[Pd]Cl.[Fe+2]>[C:1]([N:8]1[C:16]2[C:11](=[CH:12][CH:13]=[C:14]([O:17][CH3:18])[CH:15]=2)[CH:10]=[C:9]1[C:26]1[CH:27]=[CH:28][C:29]([N:32]2[CH2:36][CH2:35][CH2:34][S:33]2(=[O:38])=[O:37])=[CH:30][CH:31]=1)([O:3][C:4]([CH3:7])([CH3:6])[CH3:5])=[O:2] |f:2.3.4,6.7.8.9|. Procedure details: To a mixture of 1-Boc-6-trifluoromethoxyindole-2-boronic acid prepared above (0.74 g, 2.1 mmol), 2-(4-iodophenyl)isothiazolidine-1,1-dioxide (0.76 g, 2.4 mmol), and PdCl2(dppf) (0.08 g, 0.1 mmol) in DMF (6.0 mL), is added K2CO3 solution (3.2 mL, 2.0 M, 6.4 mmol). The mixture is stirred at room temperature overnight and then poured into ice-water (100 mL). The precipitate is collected and washed with water and purified by flash column chromatography (silica gel, DCM/EtOAc, 9/1) to furnish 1-Boc-2...